This data is from the Open Reaction Database (ORD), a public repository of structured organic reaction records. The task is: describe an organic reaction: reactants, conditions, products, and yield Reactants: COC(C1=C(C=C(C=C1)O)F)=O (2-fluoro-4-hydroxy-benzoic acid methyl ester), Cl.ClCC=1N=CSC1 (4-(chloromethyl)thiazole hydrochloride), C[C@H]1N(CCC1)C[C@H]1NCCC1 (2-(R)-methyl-1-(2-(S)-pyrrolidinylmethyl)pyrrolidine). The product is FC1=C(C=CC(=C1)OCC=1N=CSC1)C(=O)N1[C@@H](CCC1)CN1[C@@H](CCC1)C ([2-Fluoro-4-(thiazol-4-ylmethoxy)-phenyl]-[2(S)-(2-(R)methyl-pyrrolidin-1-ylmethyl)-pyrrolidin-1-yl]-methanone). Reaction SMILES: CO[C:3](=[O:12])[C:4]1[CH:9]=[CH:8][C:7]([OH:10])=[CH:6][C:5]=1[F:11].Cl.Cl[CH2:15][C:16]1[N:17]=[CH:18][S:19][CH:20]=1.[CH3:21][C@@H:22]1[CH2:26][CH2:25][CH2:24][N:23]1[CH2:27][C@@H:28]1[CH2:32][CH2:31][CH2:30][NH:29]1>>[F:11][C:5]1[CH:6]=[C:7]([O:10][CH2:15][C:16]2[N:17]=[CH:18][S:19][CH:20]=2)[CH:8]=[CH:9][C:4]=1[C:3]([N:29]1[CH2:30][CH2:31][CH2:32][C@H:28]1[CH2:27][N:23]1[CH2:24][CH2:25][CH2:26][C@H:22]1[CH3:21])=[O:12] |f:1.2|. Reported procedure: The title compound is prepared in a manner substantially analogous to Procedures D and E using 2-fluoro-4-hydroxy-benzoic acid methyl ester [CAS 197507-22-5], 4-(chloromethyl)thiazole hydrochloride [CAS 7709-58-2], and 2-(R)-methyl-1-(2-(S)-pyrrolidinylmethyl)pyrrolidine. MS (ES+) m/e 404.2 The reactants are O=C(Nc1ccc(S(=O)(=O)Nc2ccc3c(c2)B(O)OC3)c(Br)c1)C(F)(F)F, CCCC[Sn](C=COCC)(CCCC)CCCC, CC(O)N(C)C, CN1CCCC1=O. The product is CCOC=Cc1cc(NC(=O)C(F)(F)F)ccc1S(=O)(=O)Nc1ccc2c(c1)B(O)OC2. As a reaction SMILES: [Br:1][c:2]1[cH:3][c:4]([NH:22][C:23]([C:24]([F:25])([F:26])[F:27])=[O:28])[cH:5][cH:6][c:7]1[S:8]([NH:9][c:10]1[cH:11][cH:12][c:13]2[c:14]([cH:19]1)[B:15]([OH:18])[O:16][CH2:17]2)(=[O:20])=[O:21].[CH2:29]([Sn:30]([CH2:31][CH2:32][CH2:33][CH3:39])([CH:34]=[CH:35][O:36][CH2:37][CH3:38])[CH2:40][CH2:41][CH2:42][CH3:43])[CH2:44][CH2:45][CH3:46].[CH3:47][N:48]([CH:49]([OH:50])[CH3:51])[CH3:52].[CH3:53][N:54]1[CH2:55][CH2:56][CH2:57][C:58]1=[O:59]>>[c:2]1([CH:34]=[CH:35][O:36][CH2:37][CH3:38])[cH:3][c:4]([NH:22][C:23]([C:24]([F:25])([F:26])[F:27])=[O:28])[cH:5][cH:6][c:7]1[S:8]([NH:9][c:10]1[cH:11][cH:12][c:13]2[c:14]([cH:19]1)[B:15]([OH:18])[O:16][CH2:17]2)(=[O:20])=[O:21]. Product: CCCC1(C(O)c2ccc3ccccc3n2)CCN(C(=O)OC(C)(C)C)CC1. RXN SMILES: [C:17]([CH3:18])([CH3:19])([CH3:20])[O:21][C:22](=[O:23])[N:24]1[CH2:25][CH2:26][C:27]([CH2:30][CH2:31][CH3:32])([CH:33]=[O:34])[CH2:28][CH2:29]1.[CH2:35]1[O:36][CH2:37][CH2:38][CH2:39]1.[CH:13]([Mg+:14])([CH3:15])[CH3:16].[Cl-:12].[I:1][c:2]1[n:3][c:4]2[cH:5][cH:6][cH:7][cH:8][c:9]2[cH:10][cH:11]1>>[c:2]1([CH:33]([C:27]2([CH2:30][CH2:31][CH3:32])[CH2:26][CH2:25][N:24]([C:22]([O:21][C:17]([CH3:18])([CH3:19])[CH3:20])=[O:23])[CH2:29][CH2:28]2)[OH:34])[n:3][c:4]2[cH:5][cH:6][cH:7][cH:8][c:9]2[cH:10][cH:11]1. Starting materials: CCCC1(C=O)CCN(C(=O)OC(C)(C)C)CC1, C1CCOC1, CC(C)[Mg+], [Cl-], Ic1ccc2ccccc2n1.